Dataset: the Open Reaction Database (ORD), a public repository of structured organic reaction records. Task: describe an organic reaction: reactants, conditions, products, and yield The reactants are CCCCOP(=O)(CP(=O)(OCCCC)OCCCC)OCCCC, CCNCC, CO. RXN SMILES: [CH2:1]([P:2]([O:3][CH2:4][CH2:5][CH2:6][CH3:7])([O:8][CH2:9][CH2:10][CH2:11][CH3:12])=[O:13])[P:14]([O:15][CH2:16][CH2:17][CH2:18][CH3:19])([O:20][CH2:21][CH2:22][CH2:23][CH3:24])=[O:25].[CH2:26]([NH:27][CH2:28][CH3:29])[CH3:30].[CH3:31][OH:32]>>[C:1]([P:2]([O:3][CH2:4][CH2:5][CH2:6][CH3:7])([O:8][CH2:9][CH2:10][CH2:11][CH3:12])=[O:13])([P:14]([O:15][CH2:16][CH2:17][CH2:18][CH3:19])([O:20][CH2:21][CH2:22][CH2:23][CH3:24])=[O:25])=[CH2:26]. Yields the product C=C(P(=O)(OCCCC)OCCCC)P(=O)(OCCCC)OCCCC. Starting materials: CC1=C[C@@H]2[C@@]3(C[C@H]1O)COC(=O)C4C(O4)(C(COC(/C=C/C=C\C(=O)O[C@H]5[C@]3(C6(CO6)[C@@H](C5)O2)C)C(C)O)O)C (Baccharinol). Solvent: CO (methanol), C(Cl)(Cl)Cl (chloroform). Product: CC1=C[C@@H]2C3(C[C@H]1O)COC(=O)[C@@H]4[C@](O4)([C@H](CO[C@H](/C=C/C=C\C(=O)O[C@H]5[C@]3([C@@]6(CO6)[C@H](C5)O2)C)[C@H](C)O)O)C (Isobaccharinol). Yield: 0.0%. RXN SMILES: [CH3:1][C:2]1[C@H:7]([OH:8])[CH2:6][C@:5]23[C@:28]4([CH3:35])[C:29]5([C@H:32]([O:34][C@@H:4]2[CH:3]=1)[CH2:33][C@H:27]4[O:26][C:24](=[O:25])[CH:23]=[CH:22][CH:21]=[CH:20][CH:19]([CH:36]([OH:38])[CH3:37])[O:18][CH2:17][CH:16]([OH:39])[C:14]1([CH3:40])[O:15][CH:13]1[C:11](=[O:12])[O:10][CH2:9]3)[O:31][CH2:30]5>CO.C(Cl)(Cl)Cl>[CH3:1][C:2]1[C@H:7]([OH:8])[CH2:6][C:5]23[C@:28]4([CH3:35])[C@@:29]5([C@@H:32]([O:34][C@@H:4]2[CH:3]=1)[CH2:33][C@H:27]4[O:26][C:24](=[O:25])[CH:23]=[CH:22][CH:21]=[CH:20][C@H:19]([C@@H:36]([OH:38])[CH3:37])[O:18][CH2:17][C@H:16]([OH:39])[C@@:14]1([CH3:40])[O:15][C@@H:13]1[C:11](=[O:12])[O:10][CH2:9]3)[O:31][CH2:30]5. Procedure: Preparative TLC of fraction CC on silica gel with 10% methanol in chloroform as eluent gave some baccharinol (B4) (Fraction DD) which was combined with Fraction BB as above, and a residue (Fraction EE) which was crystallized from methanol-chloroform-ether. Recrystallization from acetone-hexane gave isobaccharinol (B6, 0.20 g, 0.00037%): mp 249°-251° C.; [α]D24 +149° (c 0.66, MeOH); uv max (EtOH) λ (ε) 260 nm (20,400); ir (KBr) 3420, 1750, 1720, 1650, 1605 cm-1 ; NMR (CDCl3) ε 0.83 (3H, s, 14-H),... The reactants are BrC=1C=CC2=C(N(C(=N2)C2CC2)C2=NC(=NC=N2)N)C1 (4-(6-bromo-2-cyclopropyl-1,3-benzodiazol-1-yl)-1,3,5-triazin-2-amine), N1CCCCC1 (piperidine), S1C(=NC=C1)[C@@](C)(C#C)O ((2R)-2-(1,3-thiazol-2-yl)but-3-yn-2-ol). Reagents/catalysts: C=1C=CC(=CC1)[P](C=2C=CC=CC2)(C=3C=CC=CC3)[Pd]([P](C=4C=CC=CC4)(C=5C=CC=CC5)C=6C=CC=CC6)([P](C=7C=CC=CC7)(C=8C=CC=CC8)C=9C=CC=CC9)[P](C=1C=CC=CC1)(C=1C=CC=CC1)C=1C=CC=CC1 (tetrakis(triphenylphosphine)palladium(0)), [Cu]I (copper(I) iodide). Conditions: temperature 95 celsius, time 25 minute. Product: NC1=NC(=NC=N1)N1C(=NC2=C1C=C(C=C2)C#C[C@@](C)(O)C=2SC=CN2)C2CC2 ((2R)-4-[1-(4-amino-1,3,5-triazin-2-yl)-2-cyclopropyl-1H-1,3-benzodiazol-6-yl]-2-(1,3-thiazol-2-yl)but-3-yn-2-ol). Reaction SMILES: Br[C:2]1[CH:3]=[CH:4][C:5]2[N:9]=[C:8]([CH:10]3[CH2:12][CH2:11]3)[N:7]([C:13]3[N:18]=[CH:17][N:16]=[C:15]([NH2:19])[N:14]=3)[C:6]=2[CH:20]=1.N1CCCCC1.[S:27]1[CH:31]=[CH:30][N:29]=[C:28]1[C@:32]([OH:36])([C:34]#[CH:35])[CH3:33]>C1C=CC([P]([Pd]([P](C2C=CC=CC=2)(C2C=CC=CC=2)C2C=CC=CC=2)([P](C2C=CC=CC=2)(C2C=CC=CC=2)C2C=CC=CC=2)[P](C2C=CC=CC=2)(C2C=CC=CC=2)C2C=CC=CC=2)(C2C=CC=CC=2)C2C=CC=CC=2)=CC=1.[Cu]I>[NH2:19][C:15]1[N:16]=[CH:17][N:18]=[C:13]([N:7]2[C:6]3[CH:20]=[C:2]([C:35]#[C:34][C@:32]([C:28]4[S:27][CH:31]=[CH:30][N:29]=4)([OH:36])[CH3:33])[CH:3]=[CH:4][C:5]=3[N:9]=[C:8]2[CH:10]2[CH2:12][CH2:11]2)[N:14]=1 |^1:40,42,61,80|. Reported procedure: To a microwave vessel was added 4-(6-bromo-2-cyclopropyl-1,3-benzodiazol-1-yl)-1,3,5-triazin-2-amine (0.3 g, 0.91 mmol) followed by piperidine (2.5 mL), tetrakis(triphenylphosphine)palladium(0) (104.68 mg, 0.09 mmol), copper(I) iodide (17.25 mg, 0.09 mmol) and (2R)-2-(1,3-thiazol-2-yl)but-3-yn-2-ol (0.28 g, 1.81 mmol). The reaction was capped and stirred in the microwave at 95° C. for 25 minutes (55 W). The reaction mixture was cooled to RT and concentrated in vacuo. The residue was re-dissolved... Starting materials: BrC1=CC(=C(C(=O)OC)C=C1)S(=O)(=O)C (methyl 4-bromo-2-(methylsulfonyl)benzoate), [H-].[Na+] (NaH), O (H2O). Run in C1CCOC1 (THF). Reaction conditions: time 5 hour. Yields the product BrC1=CC2=C(C(CS2(=O)=O)=O)C=C1 (6-Bromo-1-benzothiophen-3(2H)-one 1,1-dioxide). Isolated yield 100.0%. RXN SMILES: [Br:1][C:2]1[CH:11]=[CH:10][C:5]([C:6]([O:8]C)=O)=[C:4]([S:12]([CH3:15])(=[O:14])=[O:13])[CH:3]=1.[H-].[Na+].O>C1COCC1>[Br:1][C:2]1[CH:11]=[CH:10][C:5]2[C:6](=[O:8])[CH2:15][S:12](=[O:14])(=[O:13])[C:4]=2[CH:3]=1 |f:1.2|. Reported procedure: To a solution of methyl 4-bromo-2-(methylsulfonyl)benzoate (774 mg, 2.64 mmol) in anhydrous THF (10 mL) was added NaH (60% in mineral, 111 mg, 2.77 mmol). The mixture was stirred at room temperature for 5 hr. The reaction was monitored by LCMS for completion. H2O (1 mL) was added to quench the reaction followed by the addition of aqueous hydrochloric acid (1N, 50 mL) and EtOAc (50 mL). The organic layer was separated, and the water layer was extracted with 2×EtOAc. The combined organic layers we... Reactants: C(C)OC(=O)C1=CC(=C2C(=C(C(=CN2C1=O)F)Cl)C)C1CC1 (8-chloro-1-cyclopropyl-7-fluoro-9-methyl-4-oxo-4H-quinolizine-3-carboxylic acid ethyl ester), N[C@@H](CCC)[C@H]1CNCC1 ((3R,1S)-3-(1-amino-3-methylpropyl)pyrrolidine). Solvent: C(C)#N (acetonitrile). Yields the product Cl.N[C@@H](CCC)[C@H]1CN(CC1)C=1C(=CN2C(C(=CC(=C2C1C)C1CC1)C(=O)O)=O)F ((3R,1S)-8-(3-(1-amino-3-methylpropyl)pyrrolidinyl)-1-cyclopropyl-7-fluoro-9-methyl-4-oxo-4H-quinolizine-3-carboxylic Acid Hydrochloride). Reaction SMILES: C([O:3][C:4]([C:6]1[C:15](=[O:16])[N:14]2[C:9]([C:10]([CH3:19])=[C:11]([Cl:18])[C:12]([F:17])=[CH:13]2)=[C:8]([CH:20]2[CH2:22][CH2:21]2)[CH:7]=1)=[O:5])C.[NH2:23][C@H:24]([C@@H:28]1[CH2:32][CH2:31][NH:30][CH2:29]1)[CH2:25][CH2:26][CH3:27]>C(#N)C>[ClH:18].[NH2:23][C@H:24]([C@@H:28]1[CH2:32][CH2:31][N:30]([C:11]2[C:12]([F:17])=[CH:13][N:14]3[C:9]([C:10]=2[CH3:19])=[C:8]([CH:20]2[CH2:21][CH2:22]2)[CH:7]=[C:6]([C:4]([OH:3])=[O:5])[C:15]3=[O:16])[CH2:29]1)[CH2:25][CH2:26][CH3:27] |f:3.4|. Procedure details: A 171 mg sample of 8-chloro-1-cyclopropyl-7-fluoro-9-methyl-4-oxo-4H-quinolizine-3-carboxylic acid ethyl ester, from Example 253i above, was dissolved in 4 mL of anhydrous acetonitrile, reacted with (3R,1S)-3-(1-amino-3-methylpropyl)pyrrolidine (400 mg, 1.32 mmol, prepared as described by Plummet et al., Tetr. Lett. 34:7529-32 (1993), and carried forward as described in Example 253j-l, omitting the deprotection reaction, to give the title product. MS (high resolution) found: 402.2174; calc: 402.... The reactants are BrC1=CC=C(C=C1)S(=O)(=O)N1CCN(CC1)C(=O)N1CCN(CC1)C1=NC=NC(=C1)Cl (1-(4-bromophenylsulphonyl)-4-[1-(6-chloropyrimidin-4-yl)-piperazin-4-ylcarbonyl]piperazine), CN (methylamine). Solvent: C(C)O (ethanol). The product is BrC1=CC=C(C=C1)S(=O)(=O)N1CCN(CC1)C(=O)N1CCN(CC1)C1=NC=NC(=C1)NC (1-(4-bromophenylsulphonyl)4-[1-(6-methylaminopyrimidin-4-yl)-piperazin-4-ylcarbonyl]piperazine). As a reaction SMILES: [Br:1][C:2]1[CH:7]=[CH:6][C:5]([S:8]([N:11]2[CH2:16][CH2:15][N:14]([C:17]([N:19]3[CH2:24][CH2:23][N:22]([C:25]4[CH:30]=[C:29](Cl)[N:28]=[CH:27][N:26]=4)[CH2:21][CH2:20]3)=[O:18])[CH2:13][CH2:12]2)(=[O:10])=[O:9])=[CH:4][CH:3]=1.[CH3:32][NH2:33]>C(O)C>[Br:1][C:2]1[CH:7]=[CH:6][C:5]([S:8]([N:11]2[CH2:16][CH2:15][N:14]([C:17]([N:19]3[CH2:24][CH2:23][N:22]([C:25]4[CH:30]=[C:29]([NH:33][CH3:32])[N:28]=[CH:27][N:26]=4)[CH2:21][CH2:20]3)=[O:18])[CH2:13][CH2:12]2)(=[O:10])=[O:9])=[CH:4][CH:3]=1. Procedure details: A solution of 1-(4-bromophenylsulphonyl)-4-[1-(6-chloropyrimidin-4-yl)-piperazin-4-ylcarbonyl]piperazine (1.20 g) in 33% methylamine in ethanol (35 ml) was heated at 110° C. in a Carius tube for 16 hours. The mixture was evaporated to dryness and then dissolved in dichloromethane and washed with saturated aqueous ammonium chloride solution, dried (Na2SO4) and evaporated. The residue was recrystallised from methanol/ethyl acetate to give, as a solid 1-(4-bromophenylsulphonyl)4-[1-(6-methylaminopy...